Task: describe an organic reaction: reactants, conditions, products, and yield. Dataset: the Open Reaction Database (ORD), a public repository of structured organic reaction records The reactants are O=C(O)Cc1c(F)cc2ncc(Br)cc2c1F, COC(=O)Cc1c(F)cc2ncc(Br)cc2c1F, CO, NN, O=S(Cl)Cl. Product: NNC(=O)Cc1c(F)cc2ncc(Br)cc2c1F. As a reaction SMILES: [Br:5][c:6]1[cH:7][n:8][c:9]2[cH:10][c:11]([F:21])[c:12]([CH2:17][C:18](=[O:19])[OH:20])[c:13]([F:16])[c:14]2[cH:15]1.[CH3:22][O:23][C:24](=[O:25])[CH2:26][c:27]1[c:28]([F:29])[c:30]2[c:31]([cH:32][c:33]1[F:34])[n:35][cH:36][c:37]([Br:38])[cH:39]2.[CH3:42][OH:43].[NH2:40][NH2:41].[S:1]([Cl:2])([Cl:3])=[O:4]>>[Br:5][c:6]1[cH:7][n:8][c:9]2[cH:10][c:11]([F:21])[c:12]([CH2:17][C:18](=[O:19])[NH:40][NH2:41])[c:13]([F:16])[c:14]2[cH:15]1. The reactants are CC(C)(C)[O-].[K+] (t-BuOK), N#N (N2), C(#N)CC(=O)N (2-cyanoacetamide), CC(C)(C)[O-].[K+] (t-BuOK), CC(C=CC(C)=O)C (5-methyl-3-hexen-2-one), O=O (O2). Run in O (H2O), Cl (HCl), CS(=O)C (DMSO). Run at temperature 23 celsius, time 30 minute. The product is CC1=CC(=C(C(N1)=O)C#N)C(C)C (6-methyl-2-oxo-4-(propan-2-yl)-1,2-dihydropyridine-3-carbonitrile). Yield: 39.8%. RXN SMILES: [C:1]([CH2:3][C:4]([NH2:6])=[O:5])#[N:2].CC([O-])(C)C.[K+].[CH3:13][CH:14]([CH3:20])[CH:15]=[CH:16][C:17](=O)[CH3:18].N#N.O=O>CS(C)=O.O.Cl>[CH3:18][C:17]1[NH:6][C:4](=[O:5])[C:3]([C:1]#[N:2])=[C:15]([CH:14]([CH3:20])[CH3:13])[CH:16]=1 |f:1.2|. Procedure: To a solution of 2-cyanoacetamide (35.1 g, 417 mmol) and t-BuOK (42.5 g, 379 mmol) in DMSO (631 ml) was added 5-methyl-3-hexen-2-one (50.0 ml, 379 mmol) under N2 atmosphere. The mixture was stirred at 23° C. for 30 min and then additional t-BuOK (127 g, 1137 mmol) was added. The N2 gas was displaced by O2 gas and the mixture was stirred for 45 h at 23° C. under oxygen. The mixture was cooled to 0° C., diluted with H2O (200 ml) and HCl (5N, 227 ml, slowly added). The mixture was stirred for 15 mi... Starting materials: Cl (Hydrogen chloride), N1(CCC1)C1CCC2(CCN(CC2)C(=O)OC(C)(C)C)CC1 (tert-butyl 9-(azetidin-1-yl)-3-azaspiro[5.5]undecane-3-carboxylate). Solvent: CO (methanol). Yields the product N1(CCC1)C1CCC2(CCNCC2)CC1 (9-(Azetidin-1-yl)-3-azaspiro[5.5]undecane). Reaction SMILES: Cl.[N:2]1([CH:6]2[CH2:23][CH2:22][C:9]3([CH2:14][CH2:13][N:12](C(OC(C)(C)C)=O)[CH2:11][CH2:10]3)[CH2:8][CH2:7]2)[CH2:5][CH2:4][CH2:3]1>CO>[N:2]1([CH:6]2[CH2:7][CH2:8][C:9]3([CH2:14][CH2:13][NH:12][CH2:11][CH2:10]3)[CH2:22][CH2:23]2)[CH2:3][CH2:4][CH2:5]1. Reported procedure: Hydrogen chloride in methanol (1.25 mol/l, 15.5 ml) was added to tert-butyl 9-(azetidin-1-yl)-3-azaspiro[5.5]undecane-3-carboxylate (1 g, 3.24 mmol), and the mixture was refluxed for 45 min. The solvent was removed under vacuum and the residue was dissolved in a small amount of ethanol. A solid was then precipitated by addition of acetone, and finally diethyl ether was added and the resulting precipitate was filtered out with suction. Yield: 0.87 g (95%) The reactants are COC(C1=CC(=CC(=C1)O)O)=O (3,5-dihydroxybenzoic acid methyl ester), BrCCOC1=CC2=CC=CC=C2C=C1 (2-(2-bromoethoxy)naphthalene), [I-].[Na+] (sodium iodide), C([O-])([O-])=O.[K+].[K+] (potassium carbonate), CC(=O)C (acetone). The solvent is CN(C)C=O (DMF). The product is COC(C1=C(C=CC=C1)OCCOC1=CC=CC2=CC=CC=C12)=O (2-[2-(naphthalenyloxy) ethoxy]benzoic acid methyl ester). Yield: 59.0%. Reaction SMILES: [CH3:1][O:2][C:3](=[O:12])[C:4]1[CH:9]=[C:8](O)[CH:7]=[C:6](O)[CH:5]=1.BrCCO[C:17]1[CH:26]=[CH:25][C:24]2[C:19](=[CH:20][CH:21]=[CH:22][CH:23]=2)[CH:18]=1.[I-].[Na+].[C:29](=[O:32])([O-])[O-].[K+].[K+].C[C:36](C)=[O:37]>CN(C=O)C>[CH3:1][O:2][C:3](=[O:12])[C:4]1[CH:9]=[CH:8][CH:7]=[CH:6][C:5]=1[O:37][CH2:36][CH2:29][O:32][C:20]1[C:19]2[C:24](=[CH:25][CH:26]=[CH:17][CH:18]=2)[CH:23]=[CH:22][CH:21]=1 |f:2.3,4.5.6|. Procedure: A mixture of 0.90 g (5.3 mmol) of 3,5-dihydroxybenzoic acid methyl ester, 2.95 g (11.8 mmol) of 2-(2-bromoethoxy)naphthalene, 1.8 g (11.8 mmol) of sodium iodide and 3 g (21.7 mmol) of potassium carbonate in 80 mL of acetone and 25 mL of DMF was stirred at reflux for 40 hours. The solvents were removed at reduced pressure, water was added to the residue and the product was extracted with ethyl acetate. The dried extract was concentrated to a solid which was recrystallized from ethyl acetate to gi...